From a dataset of the Open Reaction Database (ORD), a public repository of structured organic reaction records. describe an organic reaction: reactants, conditions, products, and yield Starting materials: CS(=O)(=O)O[C@H]1CC2=CC(=CC(=C2CC1)F)F ((R)-5,7-difluoro-1,2,3,4-tetrahydronaphthalen-2-yl methanesulfonate), [N-]=[N+]=[N-].[Li+] (lithium azide). The solvent is CN(C)C=O (DMF). Reaction conditions: temperature 50 celsius, time 16 hour. The product is N(=[N+]=[N-])[C@@H]1CC2=CC(=CC(=C2CC1)F)F ((S)-2-azido-5,7-difluoro-1,2,3,4-tetrahydronaphthalene), residue. Reaction SMILES: CS(O[C@@H:6]1[CH2:15][CH2:14][C:13]2[C:8](=[CH:9][C:10]([F:17])=[CH:11][C:12]=2[F:16])[CH2:7]1)(=O)=O.[N-:18]=[N+:19]=[N-:20].[Li+]>CN(C=O)C>[N:18]([C@H:6]1[CH2:15][CH2:14][C:13]2[C:8](=[CH:9][C:10]([F:17])=[CH:11][C:12]=2[F:16])[CH2:7]1)=[N+:19]=[N-:20] |f:1.2|. Procedure: A mixture of (R)-5,7-difluoro-1,2,3,4-tetrahydronaphthalen-2-yl methanesulfonate (54.0 g), prepared as in Example 7, and lithium azide (15.8 g, 0.322 mol) in 400 mL of DMF was stirred under argon at 50° C. for 16 hours. The reaction was quenched with 200 mL of water and the mixture extracted with 1 L of pentane. The extract was washed with 50 mL of water and dried over magnesium sulfate. Evaporation under reduced pressure at 35° C. gave crude (S)-2-azido-5,7-difluoro-1,2,3,4-tetrahydronaphthalen... Starting materials: CC(C)(C)OC(=O)N1CC2CNCC2C1, CS(C)=O, Cc1cccc(NC(=O)c2cncc(Cl)n2)c1, [Na+], [Na+], O=C([O-])[O-]. The product is Cc1cccc(NC(=O)c2cncc(N3CC4CN(C(=O)OC(C)(C)C)CC4C3)n2)c1. Reaction SMILES: [CH2:18]1[N:19]([C:26](=[O:27])[O:28][C:29]([CH3:30])([CH3:31])[CH3:32])[CH2:20][CH:21]2[CH:22]1[CH2:23][NH:24][CH2:25]2.[CH3:39][S:40]([CH3:41])=[O:42].[Cl:1][c:2]1[cH:3][n:4][cH:5][c:6]([C:8](=[O:9])[NH:10][c:11]2[cH:12][c:13]([CH3:17])[cH:14][cH:15][cH:16]2)[n:7]1.[Na+:33].[Na+:34].[O-:35][C:36](=[O:37])[O-:38]>>[c:2]1([N:24]2[CH2:23][CH:22]3[CH2:18][N:19]([C:26](=[O:27])[O:28][C:29]([CH3:30])([CH3:31])[CH3:32])[CH2:20][CH:21]3[CH2:25]2)[cH:3][n:4][cH:5][c:6]([C:8](=[O:9])[NH:10][c:11]2[cH:12][c:13]([CH3:17])[cH:14][cH:15][cH:16]2)[n:7]1. The reactants are CCOC(=O)CCNC(=O)c1ccc(C=Cc2n[nH]c3ccccc23)cc1, C1CCOC1, [Na+], [OH-]. Product: O=C(O)CCNC(=O)c1ccc(C=Cc2n[nH]c3ccccc23)cc1. RXN SMILES: [CH2:1]([CH3:2])[O:3][C:4](=[O:5])[CH2:6][CH2:7][NH:8][C:9]([c:10]1[cH:11][cH:12][c:13]([CH:16]=[CH:17][c:18]2[n:19][nH:20][c:21]3[cH:22][cH:23][cH:24][cH:25][c:26]23)[cH:14][cH:15]1)=[O:27].[CH2:30]1[O:31][CH2:32][CH2:33][CH2:34]1.[Na+:29].[OH-:28]>>[O:3]=[C:4]([OH:5])[CH2:6][CH2:7][NH:8][C:9]([c:10]1[cH:11][cH:12][c:13]([CH:16]=[CH:17][c:18]2[n:19][nH:20][c:21]3[cH:22][cH:23][cH:24][cH:25][c:26]23)[cH:14][cH:15]1)=[O:27]. Starting materials: O=C([O-])O, Cl, O=N[O-], N#CCC(N)=C(C#N)C#N, Nc1ccccc1, [Na+], [Na+], [Na], O. The product is N#CC(=NNc1ccccc1)C(N)=C(C#N)C#N. Reaction SMILES: [C:12](=[O:13])([OH:14])[O-:15].[ClH:28].[N:8]([O-:9])=[O:10].[NH2:18][C:19](=[C:20]([C:21]#[N:22])[C:23]#[N:24])[CH2:25][C:26]#[N:27].[NH2:1][c:2]1[cH:3][cH:4][cH:5][cH:6][cH:7]1.[Na+:11].[Na+:16].[Na:17].[OH2:29]>>[NH:1]([c:2]1[cH:3][cH:4][cH:5][cH:6][cH:7]1)[N:8]=[C:25]([C:19]([NH2:18])=[C:20]([C:21]#[N:22])[C:23]#[N:24])[C:26]#[N:27]. Starting materials: ClC=1N=NC(=C(C1C)C)Cl (3,6-dichloro-4,5-dimethyl-pyridazine), ClC1=NC=C(C=C1)C(F)(F)F (2-chloro-5-trifluoromethylpyridine), C[C@H]1NCCNC1 ((R)-2-methylpiperazine), C([O-])([O-])=O.[K+].[K+] (potassium carbonate). Run in CN(C)C=O (DMF). Reaction conditions: temperature 120 celsius. Product: ClC=1N=NC(=C(C1C)C)N1C[C@H](N(CC1)C1=NC=C(C=C1)C(F)(F)F)C (3-Chloro-4,5-dimethyl-6-[(R)-3-methyl-4-(5-trifluoromethyl-pyridin-2-yl)-piperazin-1-yl]-pyridazine). Isolated yield 36.5%. Reaction SMILES: [Cl:1][C:2]1[N:3]=[N:4][C:5](Cl)=[C:6]([CH3:9])[C:7]=1[CH3:8].[CH3:11][C@@H:12]1[CH2:17][NH:16][CH2:15][CH2:14][NH:13]1.C(=O)([O-])[O-].[K+].[K+].Cl[C:25]1[CH:30]=[CH:29][C:28]([C:31]([F:34])([F:33])[F:32])=[CH:27][N:26]=1>CN(C=O)C>[Cl:1][C:2]1[N:3]=[N:4][C:5]([N:16]2[CH2:15][CH2:14][N:13]([C:25]3[CH:30]=[CH:29][C:28]([C:31]([F:34])([F:33])[F:32])=[CH:27][N:26]=3)[C@H:12]([CH3:11])[CH2:17]2)=[C:6]([CH3:9])[C:7]=1[CH3:8] |f:2.3.4|. Procedure details: Combine 3,6-dichloro-4,5-dimethyl-pyridazine (100 mg, 0.554 mmol), (R)-2-methylpiperazine (85 mg, 0.831 mmol), potassium carbonate (383 mg, 2.77 mmol) and DMF (1 mL) in vial. Heat in the microwave at 120° C. for 3.25 h. Add 2-chloro-5-trifluoromethylpyridine (181 mg, 0.997 mmol) and heat at 180° C. for 30 min. The crude reaction is purified directly by flash chromatography on silica gel (0-40% EtOAc in heptanes) to afford the title compound as a light yellow solid (78 mg, 37%).